This data is from the Open Reaction Database (ORD), a public repository of structured organic reaction records. The task is: describe an organic reaction: reactants, conditions, products, and yield Reactants: CN(C)CCCl, Cl, O=C(O)C(F)(F)F, O=C(O)C(F)(F)F, [H-], [Na+], CN(C)C=O, COc1c(O)ccc2c1N=C(NC(=O)c1cncnc1)N1CCN=C21. The product is COc1c(OCCN(C)C)ccc2c1N=C(NC(=O)c1cncnc1)N1CCN=C21. RXN SMILES: [Cl:43][CH2:44][CH2:45][N:46]([CH3:47])[CH3:48].[ClH:42].[F:10][C:11]([F:12])([F:13])[C:14]([OH:15])=[O:16].[F:3][C:4]([F:5])([F:6])[C:7]([OH:8])=[O:9].[H-:1].[Na+:2].[O:49]=[CH:50][N:51]([CH3:52])[CH3:53].[OH:17][c:18]1[cH:19][cH:20][c:21]2[c:26]([c:27]1[O:28][CH3:29])[N:25]=[C:24]([NH:30][C:31](=[O:32])[c:33]1[cH:34][n:35][cH:36][n:37][cH:38]1)[N:23]1[C:22]2=[N:41][CH2:40][CH2:39]1>>[O:17]([c:18]1[cH:19][cH:20][c:21]2[c:26]([c:27]1[O:28][CH3:29])[N:25]=[C:24]([NH:30][C:31](=[O:32])[c:33]1[cH:34][n:35][cH:36][n:37][cH:38]1)[N:23]1[C:22]2=[N:41][CH2:40][CH2:39]1)[CH2:44][CH2:45][N:46]([CH3:47])[CH3:48]. Reactants: C[Si](C)(C)[N-][Si](C)(C)C.[Na+] (Sodium bis(trimethylsilyl)amide), C(C1=CC=CC=C1)[C@@H]1N(C(OC1)=O)C(CCC=C)=O ((S)-4-benzyl-3-(pent-4-enoyl)oxazolidin-2-one), BrCC(=O)OC(C)(C)C (tert-butyl 2-bromoacetate). Solvent: C1CCOC1 (THF). Conditions: temperature -78 celsius, time 2 hour. Yields the product C(C1=CC=CC=C1)[C@@H]1N(C(OC1)=O)C(=O)[C@@H](CC(=O)OC(C)(C)C)CC=C ((R)-tert-butyl 3-((S)-4-benzyl-2-oxooxazolidine-3-carbonyl)hex-5-enoate). Isolated yield 65.0%. Reaction SMILES: [CH2:1]([C@H:8]1[CH2:12][O:11][C:10](=[O:13])[N:9]1[C:14](=[O:19])[CH2:15][CH2:16][CH:17]=[CH2:18])[C:2]1[CH:7]=[CH:6][CH:5]=[CH:4][CH:3]=1.C[Si]([N-][Si](C)(C)C)(C)C.[Na+].Br[CH2:31][C:32]([O:34][C:35]([CH3:38])([CH3:37])[CH3:36])=[O:33]>C1COCC1>[CH2:1]([C@H:8]1[CH2:12][O:11][C:10](=[O:13])[N:9]1[C:14]([C@H:15]([CH2:16][CH:17]=[CH2:18])[CH2:31][C:32]([O:34][C:35]([CH3:38])([CH3:37])[CH3:36])=[O:33])=[O:19])[C:2]1[CH:3]=[CH:4][CH:5]=[CH:6][CH:7]=1 |f:1.2|. Reported procedure: In a 250 mL round-bottomed flask, (S)-4-benzyl-3-(pent-4-enoyl)oxazolidin-2-one, Intermediate S8A (3.35 g, 12.92 mmol) was added to THF (40 mL) to give a colorless solution. The mixture was cooled in −78° C. bath for 10 min. Sodium bis(trimethylsilyl)amide (14.21 mL, 14.21 mmol) was added slowly to the reaction mixture. The reaction mixture turned a light orange color. The reaction mixture was stirred at −78° C. for 2 h. Then tert-butyl 2-bromoacetate (5.04 g, 25.8 mmol) was added slowly. The re... Starting materials: FC(C(=O)O)(F)F.N1(CCNCC1)C1=NC(=NC(=C1)C1=CC(=CC=C1)C(F)(F)F)C#N (4-(Piperazin-1-yl)-6-(3-trifluoromethylphenyl)-pyrimidine-2-carbonitrile trifluoroacetic acid salt), CN(C=O)C (dimethylformamide), C(C=C)(=O)OC(C)(C)C (tert-butyl acrylate), C(C)(C)N(CC)C(C)C (diisopropylethylamine). The solvent is CO (methanol). Conditions: temperature 45 celsius, time 16 hour. Product: C(C)(C)(C)OC(=O)CCN1CCN(CC1)C1=NC(=NC(=C1)C1=CC(=CC=C1)C(F)(F)F)C#N (4-[4-(2-tert-butyloxycarbonylethyl)-piperazin-1-yl]-6-(3-trifluoromethyl-phenyl)pyrimidine-2-carbonitrile). Reaction SMILES: FC(F)(F)C(O)=O.[N:8]1([C:14]2[CH:19]=[C:18]([C:20]3[CH:25]=[CH:24][CH:23]=[C:22]([C:26]([F:29])([F:28])[F:27])[CH:21]=3)[N:17]=[C:16]([C:30]#[N:31])[N:15]=2)[CH2:13][CH2:12][NH:11][CH2:10][CH2:9]1.[C:32]([O:36][C:37]([CH3:40])([CH3:39])[CH3:38])(=[O:35])[CH:33]=[CH2:34].C(N(C(C)C)CC)(C)C.CN(C)C=O>CO>[C:37]([O:36][C:32]([CH2:33][CH2:34][N:11]1[CH2:10][CH2:9][N:8]([C:14]2[CH:19]=[C:18]([C:20]3[CH:25]=[CH:24][CH:23]=[C:22]([C:26]([F:27])([F:28])[F:29])[CH:21]=3)[N:17]=[C:16]([C:30]#[N:31])[N:15]=2)[CH2:13][CH2:12]1)=[O:35])([CH3:40])([CH3:39])[CH3:38] |f:0.1|. Reported procedure: 4-(Piperazin-1-yl)-6-(3-trifluoromethylphenyl)-pyrimidine-2-carbonitrile trifluoroacetic acid salt (112 mg), tert-butyl acrylate (49 μl), diisopropylethylamine (59 μl) and dimethylformamide (0.2 ml) were combined and stirred at 45° C. for 16 hrs. After adding methanol, product was purified by using the prep-HPLC to generate 4-[4-(2-tert-butoxycarbonyl-ethyl)-piperazin-1-yl]-6-(3-trifluoromethyl-phenyl)-pyrimidine-2-carbonitrile trifluoroacetic acid salt as a white solid (30 mg).